Dataset: the Open Reaction Database (ORD), a public repository of structured organic reaction records. Task: describe an organic reaction: reactants, conditions, products, and yield The reactants are OC1=CC=C(C=C1)CC(=O)OC (methyl 4-hydroxyphenylacetate), ClCCCl (1,2-dichloroethane), F[N+]1=C(C=CC=C1S(=O)(=O)[O-])Cl (N-fluoro-2-chloropyridinium-6-sulfonate). Solvent: O (water). The product is ClC1=NC(=CC=C1)S(=O)(=O)O (2-Chloropyridine-6-sulfonic acid). RXN SMILES: OC1C=CC(CC(OC)=O)=CC=1.ClCCCl.F[N+:18]1[C:23]([S:24]([O-:27])(=[O:26])=[O:25])=[CH:22][CH:21]=[CH:20][C:19]=1[Cl:28]>O>[Cl:28][C:19]1[CH:20]=[CH:21][CH:22]=[C:23]([S:24]([OH:27])(=[O:26])=[O:25])[N:18]=1. Reported procedure: A 25 ml egg-plant type flask was flushed with argon, and 83.0 mg (0.5 mmol) of methyl 4-hydroxyphenylacetate, 2 ml of dry 1,2-dichloroethane and 105.7 mg (0.5 mmol) of N-fluoro-2-chloropyridinium-6-sulfonate were charged. The flask was immersed in an oil bath of 80° C. and heated for 22 hours. After completion of the reaction, 20 ml of water was added thereto, and the mixture was extracted three times with 20 ml of methylene chloride. 2-Chloropyridine-6-sulfonic acid formed after the reaction wa... Starting materials: C(C1=CC=CC=C1)N1CCC(C(=O)N)(CC1)NC1=CC(=CC=C1)C (1-benzyl-4-(3-methylphenylamino)-isonipecotamide), [OH-].[K+] (potassium hydroxide). The solvent is C(CO)O (ethylene glycol), O (water), C(C)(=O)O (acetic acid). Product: C(C1=CC=CC=C1)N1CCC(CC1)(C(=O)O)NC1=CC(=CC=C1)C (1-benzyl-4-(3-methylphenylamino)piperidine-4-carboxylic acid). As a reaction SMILES: [CH2:1]([N:8]1[CH2:16][CH2:15][C:11]([NH:17][C:18]2[CH:23]=[CH:22][CH:21]=[C:20]([CH3:24])[CH:19]=2)([C:12](N)=[O:13])[CH2:10][CH2:9]1)[C:2]1[CH:7]=[CH:6][CH:5]=[CH:4][CH:3]=1.[OH-:25].[K+]>C(O)CO.O.C(O)(=O)C>[CH2:1]([N:8]1[CH2:16][CH2:15][C:11]([NH:17][C:18]2[CH:23]=[CH:22][CH:21]=[C:20]([CH3:24])[CH:19]=2)([C:12]([OH:25])=[O:13])[CH2:10][CH2:9]1)[C:2]1[CH:7]=[CH:6][CH:5]=[CH:4][CH:3]=1 |f:1.2|. Reported procedure: A solution of 1-benzyl-4-(3-methylphenylamino)-isonipecotamide (4.5 g, 13.9 mmol) and potassium hydroxide (3.g, 53.5 mmol) in ethylene glycol (35 mL) was heated under reflux. The resulting mixture was diluted with water and neutralized with acetic acid. The white solid precipitated was filtered, washed with chloroform to provide 1-benzyl-4-(3-methylphenylamino)piperidine-4-carboxylic acid. Reactants: ClC1=CC=C(C=C1)N1N=C2C(=CC1=O)CCSC1=C2C=C(S1)C (2-(4-chlorophenyl)-9-methyl-5,6-dihydrothieno[2',3':2,3]thiepino[4,5-c]pyridazin-3(2H)-one), OO (hydrogen peroxide), O (water), OO (hydrogen peroxide). The solvent is C(=O)O (formic acid). Reaction conditions: temperature 5 celsius. Product: ClC1=CC=C(C=C1)N1N=C2C(=CC1=O)CCS(C1=C2C=C(S1)C)=O (2-(4-chlorophenyl)-9-methyl-5,6-dihydrothieno[2',3':2,3]thiepino[4,5-c]pyridazin-3(2H)-one 7-oxide). RXN SMILES: [Cl:1][C:2]1[CH:7]=[CH:6][C:5]([N:8]2[C:13](=[O:14])[CH:12]=[C:11]3[CH2:15][CH2:16][S:17][C:18]4[S:22][C:21]([CH3:23])=[CH:20][C:19]=4[C:10]3=[N:9]2)=[CH:4][CH:3]=1.[OH:24]O.O>C(O)=O>[Cl:1][C:2]1[CH:7]=[CH:6][C:5]([N:8]2[C:13](=[O:14])[CH:12]=[C:11]3[CH2:15][CH2:16][S:17](=[O:24])[C:18]4[S:22][C:21]([CH3:23])=[CH:20][C:19]=4[C:10]3=[N:9]2)=[CH:4][CH:3]=1. Procedure: To a solution of 1.0 g of 2-(4-chlorophenyl)-9-methyl-5,6-dihydrothieno[2',3':2,3]thiepino[4,5-c]pyridazin-3(2H)-one in 50 ml of formic acid is added 0.3 ml of 35% aqueous hydrogen peroxide solution with stirring at 5° C. and the mixture is stirred for 10 minutes at the same temperature. To the mixture is further added 0.3 ml of aqueous hydrogen peroxide solution and the mixture is stirred for 20 minutes. Then, the mixture is poured into water, extracted with chloroform three times and the extra... Reactants: COCN(c1cc(Cl)cnc1C(=O)c1cc(-n2cccn2)ccc1Cl)S(=O)(=O)c1ccc(Cl)c(C(F)(F)F)c1, Cl, C1COCCO1, O. Yields the product O=C(c1cc(-n2cccn2)ccc1Cl)c1ncc(Cl)cc1NS(=O)(=O)c1ccc(Cl)c(C(F)(F)F)c1. Reaction SMILES: [Cl:1][c:2]1[c:3]([C:36]([F:37])([F:38])[F:39])[cH:4][c:5]([S:8](=[O:9])(=[O:10])[N:11]([CH2:12][O:13][CH3:14])[c:15]2[c:16]([C:22]([c:23]3[c:24]([Cl:34])[cH:25][cH:26][c:27](-[n:29]4[n:30][cH:31][cH:32][cH:33]4)[cH:28]3)=[O:35])[n:17][cH:18][c:19]([Cl:21])[cH:20]2)[cH:6][cH:7]1.[ClH:40].[O:41]1[CH2:42][CH2:43][O:44][CH2:45][CH2:46]1.[OH2:47]>>[Cl:1][c:2]1[c:3]([C:36]([F:37])([F:38])[F:39])[cH:4][c:5]([S:8](=[O:9])(=[O:10])[NH:11][c:15]2[c:16]([C:22]([c:23]3[c:24]([Cl:34])[cH:25][cH:26][c:27](-[n:29]4[n:30][cH:31][cH:32][cH:33]4)[cH:28]3)=[O:35])[n:17][cH:18][c:19]([Cl:21])[cH:20]2)[cH:6][cH:7]1. The reactants are CC(=O)O, CN1CCCC1=O, Cl, COCC(C)Oc1cc(Oc2cnc(C(=O)N3CCC3)cn2)cc(C(=O)OC)c1, [Na+], [OH-], O. Yields the product COCC(C)Oc1cc(Oc2cnc(C(=O)N3CCC3)cn2)cc(C(=O)O)c1. Reaction SMILES: [CH3:32][C:33](=[O:34])[OH:35].[CH3:38][N:39]1[CH2:40][CH2:41][CH2:42][C:43]1=[O:44].[ClH:36].[N:1]1([C:5](=[O:6])[c:7]2[n:8][cH:9][c:10]([O:13][c:14]3[cH:15][c:16]([C:17](=[O:18])[O:19][CH3:20])[cH:21][c:22]([O:24][CH:25]([CH2:26][O:27][CH3:28])[CH3:29])[cH:23]3)[n:11][cH:12]2)[CH2:2][CH2:3][CH2:4]1.[Na+:31].[OH-:30].[OH2:37]>>[N:1]1([C:5](=[O:6])[c:7]2[n:8][cH:9][c:10]([O:13][c:14]3[cH:15][c:16]([C:17](=[O:18])[OH:19])[cH:21][c:22]([O:24][CH:25]([CH2:26][O:27][CH3:28])[CH3:29])[cH:23]3)[n:11][cH:12]2)[CH2:2][CH2:3][CH2:4]1. Starting materials: CCS, CS(C)=O, CC(C)(C)[O-], Cn1nc2cccc(F)c2c1S(N)(=O)=O, [K+]. Yields the product CCSc1cccc2nn(C)c(S(N)(=O)=O)c12. As a reaction SMILES: [CH2:1]([CH3:2])[SH:3].[CH3:25][S:26]([CH3:27])=[O:28].[CH3:4][C:5]([CH3:6])([O-:7])[CH3:8].[F:10][c:11]1[c:12]2[c:13]([S:21](=[O:22])(=[O:23])[NH2:24])[n:14]([CH3:20])[n:15][c:16]2[cH:17][cH:18][cH:19]1.[K+:9]>>[CH2:1]([CH3:2])[S:3][c:11]1[c:12]2[c:13]([S:21](=[O:22])(=[O:23])[NH2:24])[n:14]([CH3:20])[n:15][c:16]2[cH:17][cH:18][cH:19]1. Reactants: C(C)[Mg]Br (ethyl magnesium bromide), O=C1CCN(CC1)C(=O)OC(C)(C)C (1,1-Dimethylethyl 4-oxo-1-piperidinecarboxylate), [Cl-].[NH4+] (ammonium chloride). Run in O1CCCC1 (tetrahydrofuran), O1CCCC1 (tetrahydrofuran). Run at time 4 hour. The product is C(C)C1(CCN(CC1)C(=O)OC(C)(C)C)O (1,1-Dimethylethyl 4-Ethyl-4-hydroxy-1-piperidinecarboxylate). Yield: 73.1%. As a reaction SMILES: [O:1]=[C:2]1[CH2:7][CH2:6][N:5]([C:8]([O:10][C:11]([CH3:14])([CH3:13])[CH3:12])=[O:9])[CH2:4][CH2:3]1.[CH2:15]([Mg]Br)[CH3:16].[Cl-].[NH4+]>O1CCCC1>[CH2:15]([C:2]1([OH:1])[CH2:3][CH2:4][N:5]([C:8]([O:10][C:11]([CH3:14])([CH3:13])[CH3:12])=[O:9])[CH2:6][CH2:7]1)[CH3:16] |f:2.3|. Procedure details: 1,1-Dimethylethyl 4-oxo-1-piperidinecarboxylate (10.1 g, 50.7 mmol) in tetrahydrofuran (40 mL) was added dropwise over 30 minutes to a stirred, cooled (0° C.) solution of ethyl magnesium bromide (1.0M in tetrahydrofuran, 50.7 mL, 50.7 mmol) in tetrahydrofuran (30 mL). The mixture was allowed to warm to room temperature and stirred for 4 hours. The mixture was poured into saturated aqueous ammonium chloride (150 mL) and extracted with ethyl acetate (2×150 mL). The combined organic fractions were ... The reactants are ClC=1C=CC2=C(CCC=3C=CN(C23)CCNC(C)=O)C1 (N-[7-chloro-2-(4,5-dihydro-1H-benz[g]indol-1-yl)ethyl]-acetamide), [OH-].[K+] (potassium hydroxide), C(CO)O.O (ethylene glycol water), O (water), [Cl-].[Na+] (sodium chloride). The product is C(\C=C\C(=O)O)(=O)O.ClC=1C=CC2=C(CCC=3C=CN(C23)CCN)C1 (2-(7-chloro-4,5-dihydro-1H-benz[g]indol-1-yl)-ethylamine fumarate). Isolated yield 58.0%. Reaction SMILES: [Cl:1][C:2]1[CH:3]=[CH:4][C:5]2[C:13]3[N:12]([CH2:14][CH2:15][NH:16][C:17](=[O:19])[CH3:18])[CH:11]=[CH:10][C:9]=3[CH2:8][CH2:7][C:6]=2[CH:20]=1.[OH-:21].[K+].[OH2:23].[Cl-].[Na+].[CH2:26]([OH:29])[CH2:27]O.O>>[C:17]([OH:19])(=[O:23])/[CH:18]=[CH:27]/[C:26]([OH:29])=[O:21].[Cl:1][C:2]1[CH:3]=[CH:4][C:5]2[C:13]3[N:12]([CH2:14][CH2:15][NH2:16])[CH:11]=[CH:10][C:9]=3[CH2:8][CH2:7][C:6]=2[CH:20]=1 |f:1.2,4.5,6.7,8.9|. Procedure details: 0.5 g of N-[7-chloro-2-(4,5-dihydro-1H-benz[g]indol-1-yl)ethyl]-acetamide was heated to 140° for 22 hours under argon in 4.5 ml of ethylene glycol/water 2:1 in the presence of 0.25 g of potassium hydroxide. The mixture was left to cool and was treated with 40 ml of water and 10 ml of saturated sodium chloride solution. The mixture was extracted three times with diethyl ether. The combined extracts were washed once with saturated sodium chloride solution, dried over sodium sulfate, filtered and e... The reactants are COC1=CN=C2C(=CC=NC2=C1)NCC1=NN=C2N1N=C(C=C2)C2=CC(=NO2)C(=O)OCC (ethyl 5-(3-((7-methoxy-1,5-naphthyridin-4-ylamino)methyl)-[1,2,4]triazolo[4,3-b]pyridazin-6-yl)isoxazole-3-carboxylate), [OH-].[Na+] (sodium hydroxide). Conditions: temperature 50 celsius, time 2 hour. Reaction SMILES: [CH3:1][O:2][C:3]1[CH:12]=[C:11]2[C:6]([C:7]([NH:13][CH2:14][C:15]3[N:19]4[N:20]=[C:21]([C:24]5[O:28][N:27]=[C:26]([C:29]([O:31]CC)=[O:30])[CH:25]=5)[CH:22]=[CH:23][C:18]4=[N:17][N:16]=3)=[CH:8][CH:9]=[N:10]2)=[N:5][CH:4]=1.[OH-].[Na+]>CO.O>[CH3:1][O:2][C:3]1[CH:12]=[C:11]2[C:6]([C:7]([NH:13][CH2:14][C:15]3[N:19]4[N:20]=[C:21]([C:24]5[O:28][N:27]=[C:26]([C:29]([OH:31])=[O:30])[CH:25]=5)[CH:22]=[CH:23][C:18]4=[N:17][N:16]=3)=[CH:8][CH:9]=[N:10]2)=[N:5][CH:4]=1 |f:1.2|. The product is COC1=CN=C2C(=CC=NC2=C1)NCC1=NN=C2N1N=C(C=C2)C2=CC(=NO2)C(=O)O (5-(3-((7-methoxy-1,5-naphthyridin-4-ylamino)methyl)-[1,2,4]triazolo[4,3-b]pyridazin-6-yl]isoxazole-3-carboxylic acid). Procedure: To a solution of ethyl 5-(3-((7-methoxy-1,5-naphthyridin-4-ylamino)methyl)-[1,2,4]triazolo[4,3-b]pyridazin-6-yl)isoxazole-3-carboxylate (0.045 g, 0.10 mmol) in methanol (1 mL) and water (0.5 mL) was added sodium hydroxide (6M, 0.050 ml, 0.30 mmol). The mixture was stirred at 50° C. for two hours, then was concentrated and diluted with water (2 mL). 2M HCL was added dropwise until precipitation was observed, the tan solid was collected by filtration. The solid was taken up in isopropanol and heat... Run in CO (methanol), O (water).